From a dataset of the Open Reaction Database (ORD), a public repository of structured organic reaction records. describe an organic reaction: reactants, conditions, products, and yield The reactants are COC1=CC=C(C=C1)C1=CN=C(N1CCC)SC (5-(4-methoxyphenyl)-2-(methylthio)-1-propyl-1H-imidazole), Br (hydrobromic acid), C(O)([O-])=O.[Na+] (sodium hydrogen carbonate). The solvent is C(C)(=O)O (acetic acid). Product: CSC=1N(C(=CN1)C1=CC=C(C=C1)O)CCC (4-[2-(methylthio)-1-propyl-1H-imidazol-5-yl]phenol). As a reaction SMILES: C[O:2][C:3]1[CH:8]=[CH:7][C:6]([C:9]2[N:13]([CH2:14][CH2:15][CH3:16])[C:12]([S:17][CH3:18])=[N:11][CH:10]=2)=[CH:5][CH:4]=1.Br.C(=O)([O-])O.[Na+]>C(O)(=O)C>[CH3:18][S:17][C:12]1[N:13]([CH2:14][CH2:15][CH3:16])[C:9]([C:6]2[CH:7]=[CH:8][C:3]([OH:2])=[CH:4][CH:5]=2)=[CH:10][N:11]=1 |f:2.3|. Reported procedure: A mixture of 3 parts of 5-(4-methoxyphenyl)-2-(methylthio)-1-propyl-1H-imidazole and 37.5 parts of hydrobromic acid solution 48% in glacial acetic acid is stirred and refluxed for 2.50 hours. The reaction mixture is cooled and neutralized with sodium hydrogen carbonate. The precipitated product is filtered off, washed with water and crystallized from a mixture of ethanol and water, yielding 2 parts of 4-[2-(methylthio)-1-propyl-1H-imidazol-5-yl]phenol; mp. 157.4° C. Starting materials: Cc1[nH]c(=O)[nH]c(=O)c1Cl, C1COCCO1, S=P12SP3(=S)SP(=S)(S1)SP(=S)(S2)S3. Product: Cc1[nH]c(=O)[nH]c(=S)c1Cl. As a reaction SMILES: [Cl:1][c:2]1[c:3](=[O:10])[nH:4][c:5](=[O:9])[nH:6][c:7]1[CH3:8].[O:25]1[CH2:26][CH2:27][O:28][CH2:29][CH2:30]1.[P:11]12(=[S:12])[S:13][P:14]3(=[S:24])[S:15][P:16](=[S:22])([S:17][P:18](=[S:21])([S:19]3)[S:20]1)[S:23]2>>[Cl:1][c:2]1[c:3](=[S:12])[nH:4][c:5](=[O:9])[nH:6][c:7]1[CH3:8]. Starting materials: COC1C(CCCC1)(O)C=1C=NC=C(C1)Br (2-methoxy-1-(5-bromopyrid-3-yl)cyclohexanol), C([O-])([O-])=O.[Na+].[Na+] (sodium carbonate), S(O)(O)(=O)=O (sulphuric acid), ice water. Reaction conditions: time 20 minute. Product: BrC=1C=C(C=NC1)C1C(CCCC1)=O (2-(5-bromopyrid-3-yl)cyclohexanone). RXN SMILES: C[O:2][CH:3]1[CH2:8][CH2:7][CH2:6][CH2:5][C:4]1([C:10]1[CH:11]=[N:12][CH:13]=[C:14]([Br:16])[CH:15]=1)O.S(=O)(=O)(O)O.C(=O)([O-])[O-].[Na+].[Na+]>>[Br:16][C:14]1[CH:15]=[C:10]([CH:4]2[CH2:5][CH2:6][CH2:7][CH2:8][C:3]2=[O:2])[CH:11]=[N:12][CH:13]=1 |f:2.3.4|. Procedure details: A solution of 3,5-dibromopyridine (30.45 g, 0.13 mol) in anhydrous ether (400 ml) was added dropwise to a stirred solution of n-butyllithium (1.6M in hexane, 88.3 ml) and anhydrous ether (40 ml) over 0.5 hours at -70° C. The pale yellow suspension was stirred at -70° C. for 1 hour, and a solution of 2-methoxycyclohexanone (16.5 g, 0.13 mol) in anhydrous ether (60 ml) was added dropwise. The reaction mixture was stirred at -70° C. for 2 hours and allowed to warm to room temperature. The reaction ... Starting materials: ClC=1C=C(C=CC1F)C=1N=C(SC1C1=CC(=CC(=C1)F)Cl)C(=O)O (4-(3-Chloro-4-fluorophenyl)-5-(3-chloro-5-fluorophenyl)-1,3-thiazole-2-carboxylic acid), BrC1=C(N=C(S1)C(=O)OCC)C1=CC(=C(C=C1)F)Cl (Ethyl 5-bromo-4-(3-chloro-4-fluorophenyl)-1,3-thiazole-2-carboxylate). Product: ClC=1C=C(C=CC1F)C=1N=C(SC1C1=CC(=CC=C1)Cl)C(=O)O (4-(3-Chloro-4-fluorophenyl)-5-(3-chlorophenyl)-1,3-thiazole-2-carboxylic acid). Reaction SMILES: [Cl:1][C:2]1[CH:3]=[C:4]([C:9]2[N:10]=[C:11]([C:22]([OH:24])=[O:23])[S:12][C:13]=2[C:14]2[CH:19]=[C:18](F)[CH:17]=[C:16]([Cl:21])[CH:15]=2)[CH:5]=[CH:6][C:7]=1[F:8].BrC1SC(C(OCC)=O)=NC=1C1C=CC(F)=C(Cl)C=1>>[Cl:1][C:2]1[CH:3]=[C:4]([C:9]2[N:10]=[C:11]([C:22]([OH:24])=[O:23])[S:12][C:13]=2[C:14]2[CH:19]=[CH:18][CH:17]=[C:16]([Cl:21])[CH:15]=2)[CH:5]=[CH:6][C:7]=1[F:8]. Reported procedure: The preparation of the title compound takes place in analogy to the synthesis of the compound from Example 8A starting with the compound from Example 4A. 80.0 mg (79% of theory) of the title compound are obtained. Yields the product OC1CCCC=2C=CC=NC12 (8-hydroxy-5,6,7,8-tetrahydroquinoline), N1=CC=CC=2CCCC(C12)=O (6,7-Dihydro-5H-quinolin-8-one). Procedure details: 8-hydroxy-5,6,7,8-tetrahydroquinoline was prepared as described in Bridger et al. PCT International Application PCT/CA00/00321. To a stirred solution of 8-hydroxy-5,6,7,8-tetrahydroquinoline (1.37 g, 9.18 mmol) in dry CH2Cl2 (50 mL) was added activated manganese dioxide (85% purity, 7.51 g, 73.5 mmol) in one portion. The resulting heterogeneous mixture was stirred vigorously for 4 days, at which point the black slurry was filtered through a cake of celite and washed with CH2Cl2 (3×50 mL). The co... The reagents and catalysts are [O-2].[O-2].[Mn+4] (manganese dioxide). RXN SMILES: [OH:1][CH:2]1[C:11]2[N:10]=[CH:9][CH:8]=[CH:7][C:6]=2[CH2:5][CH2:4][CH2:3]1>C(Cl)Cl.[O-2].[O-2].[Mn+4]>[OH:1][CH:2]1[C:11]2[N:10]=[CH:9][CH:8]=[CH:7][C:6]=2[CH2:5][CH2:4][CH2:3]1.[N:10]1[C:11]2[C:2](=[O:1])[CH2:3][CH2:4][CH2:5][C:6]=2[CH:7]=[CH:8][CH:9]=1 |f:2.3.4|. Conditions: time 4 day. Solvent: C(Cl)Cl (CH2Cl2). The reactants are OC1CCCC=2C=CC=NC12 (8-hydroxy-5,6,7,8-tetrahydroquinoline). The yield is 170.2%.